Dataset: the Open Reaction Database (ORD), a public repository of structured organic reaction records. Task: describe an organic reaction: reactants, conditions, products, and yield The reactants are SiO2, Cl.Cl.CNN(C)C (Trimethylhydrazine dihydrochloride), C(C)(C)(C)OC(=O)N1C[C@@](CCC1)(C(=O)O)CC1=CC=CC=C1 ((3S)-3-benzylpiperidine-1,3-dicarboxylic acid 1-tert-butyl ester), C(C)(C)N(CC)C(C)C (diisopropylethylamine), C(C)(C)(C)OC(=O)N1C[C@](CCC1)(C(=O)O)CC1=CC=CC=C1 ((3R)-3-benzylpiperidine-1,3-dicarboxylic acid 1-tert-butyl ester). Reported procedure: Trimethylhydrazine dihydrochloride (15,3 g, 104 mmol) was suspended in tetrahydrofuran (250 ml) in a one-neck round-bottom flask (1l) equipped with a large magnetic stirrer, and an addition funnel/nitrogen bubbler. The flask was then placed in a water-bath (temp: 10-20° C.), bromo-tris-pyrrolydino-phosphonium-hexafluorophosphate (40,4 g, 86,7 mmol) was added, and under vigorous stirring dropwise addition of diisopropylethylamine (59 ml, 347 mmol). The mixture (with heavy precipitation) was stirr... RXN SMILES: Cl.Cl.[CH3:3][NH:4][N:5]([CH3:7])[CH3:6].C(N(C(C)C)CC)(C)C.[C:17]([O:21][C:22]([N:24]1[CH2:29][CH2:28][CH2:27][C@:26]([CH2:33][C:34]2[CH:39]=[CH:38][CH:37]=[CH:36][CH:35]=2)([C:30](O)=[O:31])[CH2:25]1)=[O:23])([CH3:20])([CH3:19])[CH3:18].C(OC(N1CCC[C@@](CC2C=CC=CC=2)(C(O)=O)C1)=O)(C)(C)C>O1CCCC1.CCOC(C)=O.CCCCCCC>[C:17]([O:21][C:22]([N:24]1[CH2:29][CH2:28][CH2:27][C@@:26]([CH2:33][C:34]2[CH:39]=[CH:38][CH:37]=[CH:36][CH:35]=2)([C:30]([N:4]([CH3:3])[N:5]([CH3:7])[CH3:6])=[O:31])[CH2:25]1)=[O:23])([CH3:20])([CH3:19])[CH3:18] |f:0.1.2|. The product is C(C)(C)(C)OC(=O)N1C[C@@](CCC1)(C(=O)N(N(C)C)C)CC1=CC=CC=C1 ((3S)-3-benzyl-3-(N,N′,N′-trimethylhydrazinocarbonyl)-piperidine-1-carboxylic acid tert-butyl ester). The solvent is O1CCCC1 (tetrahydrofuran), CCCCCCC (heptan), CCOC(=O)C (EtOAc), CCOC(=O)C (EtOAc), O1CCCC1 (tetrahydrofuran). Reagents/catalysts: CN(C1=CC=NC=C1)C (N,N-dimethylpyridin-4-amine). Starting materials: NC1=C(C=C(C(=O)OCC)C=C1)OCC (ethyl 4-amino-3-ethoxybenzoate), TEA, C(C)(=O)OC(C)=O (acetic anhydride). Reported procedure: To a 100 mL round bottom flask were added ethyl 4-amino-3-ethoxybenzoate (1.3 g, 6.2 mmol), TEA (2.6 mL, 18.6 mmol), N,N-dimethylpyridin-4-amine (catalytic), acetic anhydride (0.88 mL, 9.3 mmol) and EtOAc (20 mL). The reaction mixture was stirred at ambient temperature for 3 hours and was then diluted with EtOAc (20 mL) and washed with 5% KOH (50 mL). The organic layer was dried over Na2SO4, filtered and concentrated. The crude product was purified on a silica gel column eluting with a gradient ... RXN SMILES: [NH2:1][C:2]1[CH:12]=[CH:11][C:5]([C:6]([O:8][CH2:9][CH3:10])=[O:7])=[CH:4][C:3]=1[O:13][CH2:14][CH3:15].[C:16](OC(=O)C)(=[O:18])[CH3:17]>CN(C)C1C=CN=CC=1.CCOC(C)=O>[C:16]([NH:1][C:2]1[CH:12]=[CH:11][C:5]([C:6]([O:8][CH2:9][CH3:10])=[O:7])=[CH:4][C:3]=1[O:13][CH2:14][CH3:15])(=[O:18])[CH3:17]. Solvent: CCOC(=O)C (EtOAc), CCOC(=O)C (EtOAc). Run at time 3 hour. Yields the product C(C)(=O)NC1=C(C=C(C(=O)OCC)C=C1)OCC (ethyl 4-(acetylamino)-3-ethoxybenzoate). The yield is 70.6%. Starting materials: CCO, CCOCC, CC(N)(CO)CO, O=Cc1c2ccc3ccccc3c2cc2ccsc12. The product is CC(CO)(CO)NCc1c2ccc3ccccc3c2cc2ccsc12. RXN SMILES: [CH3:27][CH2:28][OH:29].[CH3:30][CH2:31][O:32][CH2:33][CH3:34].[NH2:20][C:21]([CH2:22][OH:23])([CH2:24][OH:25])[CH3:26].[cH:1]1[c:2]2[c:3]3[cH:4][c:5]4[c:6]([s:7][cH:8][cH:9]4)[c:10]([CH:18]=[O:19])[c:11]3[cH:12][cH:13][c:14]2[cH:15][cH:16][cH:17]1>>[cH:1]1[c:2]2[c:3]3[cH:4][c:5]4[c:6]([s:7][cH:8][cH:9]4)[c:10]([CH2:18][NH:20][C:21]([CH2:22][OH:23])([CH2:24][OH:25])[CH3:26])[c:11]3[cH:12][cH:13][c:14]2[cH:15][cH:16][cH:17]1. The reactants are CO (methanol), O (water), C(C)(C)(C)OC(CCCCCCBr)=O (7-bromoheptanoic acid t-butyl ester), solution, [H-] (hydride). Run in C(Cl)Cl (methylene chloride), C1(=CC=CC=C1)C (toluene). Yields the product BrCCCCCCC=O (7-bromoheptanaldehyde). Yield: 85.3%. As a reaction SMILES: C([O:5][C:6](=O)[CH2:7][CH2:8][CH2:9][CH2:10][CH2:11][CH2:12][Br:13])(C)(C)C.[H-].CO.O>C(Cl)Cl.C1(C)C=CC=CC=1>[Br:13][CH2:12][CH2:11][CH2:10][CH2:9][CH2:8][CH2:7][CH:6]=[O:5]. Procedure: To 8.5 g of 7-bromoheptanoic acid t-butyl ester (prepared as described in Reference Example 1) in 80 ml of methylene chloride was added dropwise 18.2 ml of a 25% solution of diisobutyl alminium hydride in toluene at -78° C. over a period of 1 hours. The solution was stirred at the same temperature, to which was added 5 ml of methanol at from 0° C. to 10° C. and then added 10 ml of water, and the mixture was stirred at 30° C. to 40° C. for 1 hour. The deposited crystals were filtered out, and the...